From a dataset of the Open Reaction Database (ORD), a public repository of structured organic reaction records. describe an organic reaction: reactants, conditions, products, and yield Reactants: solid, Cl.Cl.O1C=C(C=C2C1=CC=C2)C2N(CCCC2)CC[C@@H]2CC[C@H](CC2)N (trans-4-[2-(4-benzofuran-3-yl-piperidin-1-yl)-ethyl]-cyclohexylamine dihydrochloride), Cl.Cl.O1C=C(C=C2C1=CC=C2)C2N(CCCC2)CC[C@@H]2CC[C@H](CC2)N (trans-4-[2-(4-benzofuran-3-yl-piperidin-1-yl)-ethyl]-cyclohexylamine dihydrochloride), C1(CC1)C1=CC=C(C(=O)O)C=C1 (4-cyclopropyl-benzoic acid). The product is O1C=C(C=C2C1=CC=C2)C2N(CCCC2)CC[C@@H]2CC[C@H](CC2)NC(C2=CC=C(C=C2)C2CC2)=O (trans-N-{4-[2-(4-Benzofuran-3-yl-piperidin-1-yl)-ethyl]-cyclohexyl}-4-cyclopropyl-benzamide). Reaction SMILES: Cl.Cl.[O:3]1[C:8]2=[CH:9][CH:10]=[CH:11][C:7]2=[CH:6][C:5]([CH:12]2[CH2:17][CH2:16][CH2:15][CH2:14][N:13]2[CH2:18][CH2:19][C@H:20]2[CH2:25][CH2:24][C@H:23]([NH2:26])[CH2:22][CH2:21]2)=[CH:4]1.[CH:27]1([C:30]2[CH:38]=[CH:37][C:33]([C:34](O)=[O:35])=[CH:32][CH:31]=2)[CH2:29][CH2:28]1>>[O:3]1[C:8]2=[CH:9][CH:10]=[CH:11][C:7]2=[CH:6][C:5]([CH:12]2[CH2:17][CH2:16][CH2:15][CH2:14][N:13]2[CH2:18][CH2:19][C@H:20]2[CH2:21][CH2:22][C@H:23]([NH:26][C:34](=[O:35])[C:33]3[CH:37]=[CH:38][C:30]([CH:27]4[CH2:29][CH2:28]4)=[CH:31][CH:32]=3)[CH2:24][CH2:25]2)=[CH:4]1 |f:0.1.2|. Reported procedure: The title compound, light yellow solid (85 mg, 72%), MS (ISP) m/z=471.4 [(M+H)+], mp 199° C., was prepared in accordance with the general method of example 1 from trans-4-[2-(4-benzofuran-3-yl-piperidin-1-yl)-ethyl]-cyclohexylamine dihydrochloride (intermediate A) (100 mg, 0.25 mmol) and 4-cyclopropyl-benzoic acid. Reactants: CN(C)CC1=CC=2CN(CCC2O1)C(=O)C1=CC=C(\C=C/C2=CC(=CC(=C2)C(F)(F)F)C(F)(F)F)C=C1 ((Z)-N,N-Dimethyl-[5-[3,5-bis(trifluoromethyl)stilbene-4'-carbonyl]-4,5,6,7-tetrahydrofuro[3,2-c]pyridin-2-ylmethyl]amine), Cl (hydrogen chloride). The solvent is CO (methanol), C(C)(=O)OCC (ethyl acetate). Product: Cl.CN(C)CC1=CC=2CN(CCC2O1)C(=O)C1=CC=C(\C=C/C2=CC(=CC(=C2)C(F)(F)F)C(F)(F)F)C=C1 ((Z)-N,N-dimethyl-[5-[3,5-bis(trifluoromethyl)stilbene-4'-carbonyl]-4,5,6,7-tetrahydrofuro[3,2-c]pyridin-2-ylmethyl]amine hydrochloride). As a reaction SMILES: [CH3:1][N:2]([CH2:4][C:5]1[O:13][C:12]2[CH2:11][CH2:10][N:9]([C:14]([C:16]3[CH:37]=[CH:36][C:19](/[CH:20]=[CH:21]\[C:22]4[CH:27]=[C:26]([C:28]([F:31])([F:30])[F:29])[CH:25]=[C:24]([C:32]([F:35])([F:34])[F:33])[CH:23]=4)=[CH:18][CH:17]=3)=[O:15])[CH2:8][C:7]=2[CH:6]=1)[CH3:3].[ClH:38]>CO.C(OCC)(=O)C>[ClH:38].[CH3:1][N:2]([CH2:4][C:5]1[O:13][C:12]2[CH2:11][CH2:10][N:9]([C:14]([C:16]3[CH:37]=[CH:36][C:19](/[CH:20]=[CH:21]\[C:22]4[CH:27]=[C:26]([C:28]([F:29])([F:30])[F:31])[CH:25]=[C:24]([C:32]([F:34])([F:33])[F:35])[CH:23]=4)=[CH:18][CH:17]=3)=[O:15])[CH2:8][C:7]=2[CH:6]=1)[CH3:3] |f:4.5|. Procedure details: (Z)-N,N-Dimethyl-[5-[3,5-bis(trifluoromethyl)stilbene-4'-carbonyl]-4,5,6,7-tetrahydrofuro[3,2-c]pyridin-2-ylmethyl]amine 0.300 g was dissolved in 2 ml of methanol; hydrogen chloride in ethyl acetate was added in excess, followed by stirring. This mixture was concentrated and washed with hexane to yield the desired product. Starting materials: C(C)(C)(C)OC(NCC1=NC=C(C2=CC(=C(C=C12)OC)OC)C(=O)N1CCCC1)=O ([6,7-dimethoxy-4-(pyrrolidine-1-carbonyl)-isoquinolin-1-ylmethyl]-carbamic acid tert-butyl ester), Cl (HCl). The solvent is CCOC(=O)C (EtOAc). Yields the product Cl.NCC1=NC=C(C2=CC(=C(C=C12)OC)OC)C(=O)N1CCCC1 ((1-aminomethyl-6,7-dimethoxy-isoquinolin-4-yl)-pyrrolidin-1-yl-methanone hydrochloride). Isolated yield 84.0%. As a reaction SMILES: C(OC(=O)[NH:7][CH2:8][C:9]1[C:18]2[C:13](=[CH:14][C:15]([O:21][CH3:22])=[C:16]([O:19][CH3:20])[CH:17]=2)[C:12]([C:23]([N:25]2[CH2:29][CH2:28][CH2:27][CH2:26]2)=[O:24])=[CH:11][N:10]=1)(C)(C)C.[ClH:31]>CCOC(C)=O>[ClH:31].[NH2:7][CH2:8][C:9]1[C:18]2[C:13](=[CH:14][C:15]([O:21][CH3:22])=[C:16]([O:19][CH3:20])[CH:17]=2)[C:12]([C:23]([N:25]2[CH2:29][CH2:28][CH2:27][CH2:26]2)=[O:24])=[CH:11][N:10]=1 |f:3.4|. Procedure: As described in example 1, a solution of [6,7-dimethoxy-4-(pyrrolidine-1-carbonyl)-isoquinolin-1-ylmethyl]-carbamic acid tert-butyl ester (59 mg) was treated with HCl in EtOAc to give 42 mg (84%) of (1-aminomethyl-6,7-dimethoxy-isoquinolin-4-yl)-pyrrolidin-1-yl-methanone hydrochloride: 1H NMR (DMSO-d6) δ 1.74-1.81 (m, 2H), 1.86-1.92 (m, 2H), 3.10 (t, 2H, J=6.41 Hz), 3.59 (t, 2H, J=6.50 Hz), 3.89 (s, 3H), 3.99 (s, 3H), 4.71 (m, 2H), 7.09 (s, 1H), 7.49 (s, 1H), 8.36 (s, 1H), 8.68 (br s, 3H); MS: A... The reactants are CC=1C=C(C=CC1[N+](=O)[O-])OC1=CC=C(C=C1)C1OCCO1 (2-{4-[(3-methyl-4-nitrophenyl)oxy]phenyl}-1,3-dioxolane). The reagents and catalysts are [Pd] (palladium on carbon). Solvent: C(C)OC(C)=O (ethylacetate). Run at time 2 day. Yields the product O1C(OCC1)C1=CC=C(C=C1)OC1=CC(=C(N)C=C1)C (4-{[4-(1,3-dioxolan-2-yl)phenyl]oxy}-2-methylaniline). Isolated yield 72.9%. Reaction SMILES: [CH3:1][C:2]1[CH:3]=[C:4]([O:11][C:12]2[CH:17]=[CH:16][C:15]([CH:18]3[O:22][CH2:21][CH2:20][O:19]3)=[CH:14][CH:13]=2)[CH:5]=[CH:6][C:7]=1[N+:8]([O-])=O>C(OC(=O)C)C.[Pd]>[O:19]1[CH2:20][CH2:21][O:22][CH:18]1[C:15]1[CH:16]=[CH:17][C:12]([O:11][C:4]2[CH:5]=[CH:6][C:7]([NH2:8])=[C:2]([CH3:1])[CH:3]=2)=[CH:13][CH:14]=1. Procedure details: A 500 mL round bottom flask containing 2-{4-[(3-methyl-4-nitrophenyl)oxy]phenyl}-1,3-dioxolane (1.89 g, 6.27 mmol) in 60 mL ethylacetate was purged with nitrogen gas and treated with 10% palladium on carbon (650 mg, 0.63 mmol). A balloon with H2 gas was attached and gas was allowed to bubble through the solution while allowing gas to escape the flask via needle. The needle was removed, and the reaction stirred under H2 atmosphere for 2 days. The reaction was filtered through Celite, concentrated... The reactants are [Br-], CCC[Mg+], C1CCOC1, Fc1cc(CCCCC2CC[SiH](Cl)CC2)cc(F)c1OC(F)F, C1CC[SiH2]CC1. Yields the product CCC[SiH]1CCC(CCCCc2cc(F)c(OC(F)F)c(F)c2)CC1. Reaction SMILES: [Br-:1].[CH2:2]([CH2:3][CH3:4])[Mg+:5].[CH2:35]1[O:36][CH2:37][CH2:38][CH2:39]1.[Cl:6][SiH:7]1[CH2:8][CH2:9][CH:10]([CH2:13][CH2:14][CH2:15][CH2:16][c:17]2[cH:18][c:19]([F:28])[c:20]([O:24][CH:25]([F:26])[F:27])[c:21]([F:23])[cH:22]2)[CH2:11][CH2:12]1.[SiH2:29]1[CH2:30][CH2:31][CH2:32][CH2:33][CH2:34]1>>[CH2:2]([CH2:3][CH3:4])[SiH:7]1[CH2:8][CH2:9][CH:10]([CH2:13][CH2:14][CH2:15][CH2:16][c:17]2[cH:18][c:19]([F:28])[c:20]([O:24][CH:25]([F:26])[F:27])[c:21]([F:23])[cH:22]2)[CH2:11][CH2:12]1. Reactants: CC(C)(C)c1cc(C=O)ccc1OCCN1CCOCC1, CC(=O)Nc1ccc2c(c1)NC(=O)C2, C1CCNCC1, CCOC(C)=O, CCO. The product is CC(=O)Nc1ccc2c(c1)NC(=O)C2=Cc1ccc(OCCN2CCOCC2)c(C(C)(C)C)c1. RXN SMILES: [C:1]([CH3:2])([CH3:3])([CH3:4])[c:5]1[cH:6][c:7]([CH:8]=[O:9])[cH:10][cH:11][c:12]1[O:13][CH2:14][CH2:15][N:16]1[CH2:17][CH2:18][O:19][CH2:20][CH2:21]1.[C:22]([CH3:23])(=[O:24])[NH:25][c:26]1[cH:27][cH:28][c:29]2[c:33]([cH:34]1)[NH:32][C:31](=[O:35])[CH2:30]2.[CH2:36]1[CH2:37][CH2:38][NH:39][CH2:40][CH2:41]1.[CH3:42][CH2:43][O:44][C:45](=[O:46])[CH3:47].[CH3:48][CH2:49][OH:50]>>[C:1]([CH3:2])([CH3:3])([CH3:4])[c:5]1[cH:6][c:7]([CH:8]=[C:30]2[c:29]3[cH:28][cH:27][c:26]([NH:25][C:22]([CH3:23])=[O:24])[cH:34][c:33]3[NH:32][C:31]2=[O:35])[cH:10][cH:11][c:12]1[O:13][CH2:14][CH2:15][N:16]1[CH2:17][CH2:18][O:19][CH2:20][CH2:21]1. As a reaction SMILES: [Br-:11].[CH2:21]([Cl:22])[Cl:23].[CH3:1][O:2][CH:3]1[CH:4]([OH:9])[CH2:5][CH2:6][CH2:7][CH2:8]1.[Cl:12][O-:13].[K+:10].[Na+:14].[Na+:19].[Na+:20].[S:15]([O-:16])([O-:17])=[O:18]>>[CH3:1][O:2][CH:3]1[C:4](=[O:9])[CH2:5][CH2:6][CH2:7][CH2:8]1. Yields the product COC1CCCCC1=O. The reactants are [Br-], ClCCl, COC1CCCCC1O, [O-]Cl, [K+], [Na+], [Na+], [Na+], O=S([O-])[O-]. Starting materials: OC1(C2C=C(C(C1)CC2)C2=CC=CC=C2)CC(=O)O (rac-(1R*,2R*,4R*)-(2-hydroxy-5-phenyl-bicyclo[2.2.2]oct-5-en-2-yl)-acetic acid), ClC1=CC=CC=2NC(=NC21)CCCNC ([3-(4-chloro-1H-benzoimidazol-2-yl)-propyl]methyl-amine). Yields the product ClC1=CC=CC=2NC(=NC21)CCCN(CCC2(C1C=C(C(C2)CC1)C1=CC=CC=C1)O)C (rac-(1R*,2R*,4R*)-2-(2-{[3-(4-Chloro-1H-benzoimidazol-2-yl)-propyl]-methyl-amino}-ethyl)-5-phenyl-bicyclo[2.2.2]oct-5-en-2-ol). RXN SMILES: [OH:1][C:2]1([CH2:16][C:17](O)=O)[CH2:7][CH:6]2[CH2:8][CH2:9][CH:3]1[CH:4]=[C:5]2[C:10]1[CH:15]=[CH:14][CH:13]=[CH:12][CH:11]=1.[Cl:20][C:21]1[C:29]2[N:28]=[C:27]([CH2:30][CH2:31][CH2:32][NH:33][CH3:34])[NH:26][C:25]=2[CH:24]=[CH:23][CH:22]=1>>[Cl:20][C:21]1[C:29]2[N:28]=[C:27]([CH2:30][CH2:31][CH2:32][N:33]([CH3:34])[CH2:17][CH2:16][C:2]3([OH:1])[CH2:7][CH:6]4[CH2:8][CH2:9][CH:3]3[CH:4]=[C:5]4[C:10]3[CH:15]=[CH:14][CH:13]=[CH:12][CH:11]=3)[NH:26][C:25]=2[CH:24]=[CH:23][CH:22]=1. Reported procedure: Prepared according to procedures P2.2 to P2.3 in Example 21 using rac-(1R*,2R*,4R*)-(2-hydroxy-5-phenyl-bicyclo[2.2.2]oct-5-en-2-yl)-acetic acid and [3-(4-chloro-1H-benzoimidazol-2-yl)-propyl]methyl-amine. The reactants are C(C)N1C(C=CC2=CC=CC=C12)=CC(O)=C1C(C2=CC=CC=C2C1=O)=O (2-[(1-ethyl-2(1H)-quinolylidene)-1-hydroxyethylidene]indan-1,3-dione), BrBr (bromine). The solvent is C(Cl)Cl (methylene chloride), C(Cl)Cl (methylene chloride). The product is C(C)N1C(C=CC2=CC=CC=C12)=C(C(O)=C1C(C2=CC=CC=C2C1=O)=O)Br (2-[(1-Ethyl-2(1H)quinolylidene)-2-bromo-1-hydroxyethylidene]indan-1,3-dione). RXN SMILES: [CH2:1]([N:3]1[C:12]2[C:7](=[CH:8][CH:9]=[CH:10][CH:11]=2)[CH:6]=[CH:5][C:4]1=[CH:13][C:14](=[C:16]1[C:24](=[O:25])[C:23]2[C:18](=[CH:19][CH:20]=[CH:21][CH:22]=2)[C:17]1=[O:26])[OH:15])[CH3:2].[Br:27]Br>C(Cl)Cl>[CH2:1]([N:3]1[C:12]2[C:7](=[CH:8][CH:9]=[CH:10][CH:11]=2)[CH:6]=[CH:5][C:4]1=[C:13]([Br:27])[C:14](=[C:16]1[C:17](=[O:26])[C:18]2[C:23](=[CH:22][CH:21]=[CH:20][CH:19]=2)[C:24]1=[O:25])[OH:15])[CH3:2]. Procedure details: A suspension of 2-[(1-ethyl-2(1H)-quinolylidene)-1-hydroxyethylidene]indan-1,3-dione (1.72 g, 0.005 mol) in methylene chloride (25ml) is stirred as bromine (1.76 g, 0.011 mol) in methylene chloride is added in one lot. The solid dissolves initially, and a new solid precipitates. After 5 minutes the product is collected and washed with methylene chloride. Yield 3.25 g (98%)